Dataset: the Open Reaction Database (ORD), a public repository of structured organic reaction records. Task: describe an organic reaction: reactants, conditions, products, and yield Starting materials: OCCBr, CC(C)c1cc([N+](=O)[O-])ccc1C(=O)O, O, O=S(=O)(O)O. The product is CC(C)c1cc([N+](=O)[O-])ccc1C(=O)OCCBr. Reaction SMILES: [Br:16][CH2:17][CH2:18][OH:19].[CH:1]([CH3:2])([CH3:3])[c:4]1[c:5]([C:6](=[O:7])[OH:8])[cH:9][cH:10][c:11]([N+:13](=[O:14])[O-:15])[cH:12]1.[OH2:25].[S:20](=[O:21])(=[O:22])([OH:23])[OH:24]>>[CH:1]([CH3:2])([CH3:3])[c:4]1[c:5]([C:6]([O:7][CH2:18][CH2:17][Br:16])=[O:8])[cH:9][cH:10][c:11]([N+:13](=[O:14])[O-:15])[cH:12]1. The reactants are COc1ccc2c(c1)CCC(O)C2c1ccccc1, CN(C)c1ccncc1, CCN(C(C)C)C(C)C, ClCCl, Cc1ccc(S(=O)(=O)Cl)cc1. Product: COc1ccc2c(c1)CCC(OS(=O)(=O)c1ccc(C)cc1)C2c1ccccc1. Reaction SMILES: [CH3:12][O:13][c:14]1[cH:15][c:16]2[c:21]([cH:22][cH:23]1)[CH:20]([c:24]1[cH:25][cH:26][cH:27][cH:28][cH:29]1)[CH:19]([OH:30])[CH2:18][CH2:17]2.[CH3:43][N:44]([CH3:45])[c:46]1[cH:47][cH:48][n:49][cH:50][cH:51]1.[CH:31]([N:32]([CH2:33][CH3:34])[CH:35]([CH3:36])[CH3:37])([CH3:38])[CH3:39].[Cl:40][CH2:41][Cl:42].[c:1]1([CH3:11])[cH:2][cH:3][c:4]([S:7](=[O:8])(=[O:9])[Cl:10])[cH:5][cH:6]1>>[c:1]1([CH3:11])[cH:2][cH:3][c:4]([S:7](=[O:8])(=[O:9])[O:30][CH:19]2[CH2:18][CH2:17][c:16]3[cH:15][c:14]([O:13][CH3:12])[cH:23][cH:22][c:21]3[CH:20]2[c:24]2[cH:25][cH:26][cH:27][cH:28][cH:29]2)[cH:5][cH:6]1.